From a dataset of the Open Reaction Database (ORD), a public repository of structured organic reaction records. describe an organic reaction: reactants, conditions, products, and yield Starting materials: OC1=C(C=O)C=C(C=C1)OC (2-hydroxy-5-methoxy-benzaldehyde), C(C1=CC=CC=C1)N (benzylamine), C1(=CC=C(C=C1)S(=O)(=O)O)C (p-toluenesulphonic acid), C(C1=CC=CC=C1)N=CC1=C(C=CC=C1)O (2-(Benzylimino-methyl)-phenol). The product is C(C1=CC=CC=C1)N=CC1=C(C=CC(=C1)OC)O (2-(Benzylimino-methyl)-4-methoxy-phenol). RXN SMILES: [OH:1][C:2]1[CH:9]=[CH:8][C:7]([O:10][CH3:11])=[CH:6][C:3]=1[CH:4]=O.[CH2:12]([NH2:19])[C:13]1[CH:18]=[CH:17][CH:16]=[CH:15][CH:14]=1.C1(C)C=CC(S(O)(=O)=O)=CC=1.C(N=CC1C=CC=CC=1O)C1C=CC=CC=1>>[CH2:12]([N:19]=[CH:4][C:3]1[CH:6]=[C:7]([O:10][CH3:11])[CH:8]=[CH:9][C:2]=1[OH:1])[C:13]1[CH:18]=[CH:17][CH:16]=[CH:15][CH:14]=1. Procedure details: This compound was prepared from 2.7 g of 2-hydroxy-5-methoxy-benzaldehyde, 2.3 mL of benzylamine and 0.03 g of p-toluenesulphonic acid using the procedure described for 64a. Yield: 4.3 g (oil). The reactants are ClC1=NC=CC=C1O (2-Chloro-3-pyridinol), N1=CC=C(C=C1)CO (4-pyridyl methanol), C1(=CC=CC=C1)P(C1=CC=CC=C1)C1=CC=CC=C1 (triphenylphosphine), CC(C)OC(=O)/N=N/C(=O)OC(C)C (diisopropylazodicarboxylate). Run in O1CCCC1 (tetrahydrofuran). Run at time 8 hour. Product: ClC1=NC=CC=C1OCC1=CC=NC=C1 (2-chloro-3-(pyridin-4-ylmethoxy)pyridine). Isolated yield 72.8%. As a reaction SMILES: [Cl:1][C:2]1[C:7]([OH:8])=[CH:6][CH:5]=[CH:4][N:3]=1.[N:9]1[CH:14]=[CH:13][C:12]([CH2:15]O)=[CH:11][CH:10]=1.C1(P(C2C=CC=CC=2)C2C=CC=CC=2)C=CC=CC=1.CC(OC(/N=N/C(OC(C)C)=O)=O)C>O1CCCC1>[Cl:1][C:2]1[C:7]([O:8][CH2:15][C:12]2[CH:13]=[CH:14][N:9]=[CH:10][CH:11]=2)=[CH:6][CH:5]=[CH:4][N:3]=1. Procedure details: 2-Chloro-3-pyridinol (500 mg, 3.86 mmol) was dissolved in 20 mL of tetrahydrofuran along with 4-pyridyl methanol (465 mg, 4.26 mmol) and triphenylphosphine (1.15 g, 4.38 mmol). To this solution was added diisopropylazodicarboxylate (840 μL, 4.27 mmol). The reaction was stirred at room temperature overnight under a nitrogen atmosphere. The solvent was removed under vacuum and the residue was dissolved in 50 mL of ethyl acetate. The reaction mixture was washed 4 times with 25 mL portions of water.... The reactants are C1(=CC=CC=C1)C1=NOC(=C1C(CC)=O)C (3-phenyl-4-propionyl-5-methylisoxazole), Cl.N1CCCCC1 (piperidine hydrochloride), C=O (paraformaldehyde), Cl (hydrochloric acid), resultant mixture. The solvent is O1CCOCC1 (dioxane), C(C)OCC (ethyl ether), O (water). The product is Mannich base, C1(=CC=CC=C1)C1=NOC(=C1C(C(CN1CCCCC1)C)=O)C (3-phenyl-5-methyl-4-(2-methyl-3-piperidinopropionyl)isoxazole). RXN SMILES: [C:1]1([C:7]2[C:11]([C:12](=[O:15])[CH2:13][CH3:14])=[C:10]([CH3:16])[O:9][N:8]=2)[CH:6]=[CH:5][CH:4]=[CH:3][CH:2]=1.Cl.[NH:18]1[CH2:23][CH2:22][CH2:21][CH2:20][CH2:19]1.[CH2:24]=O.Cl>C(OCC)C.O.O1CCOCC1>[C:1]1([C:7]2[C:11]([C:12](=[O:15])[CH:13]([CH3:24])[CH2:14][N:18]3[CH2:23][CH2:22][CH2:21][CH2:20][CH2:19]3)=[C:10]([CH3:16])[O:9][N:8]=2)[CH:2]=[CH:3][CH:4]=[CH:5][CH:6]=1 |f:1.2|. Procedure details: Added to 3 ml of dioxane were 2.0 g (9.3 mmol) of 3-phenyl-4-propionyl-5-methylisoxazole prepared above in the procedure (2), 1.4 g (11.6 mmol) of piperidine hydrochloride, 0.4 g (13.3 mmol) of paraformaldehyde and 3 droplets of 12N-hydrochloric acid. The resultant mixture was heated under reflux for 30 minutes. After completion of the reaction, water and ethyl ether were added, followed by separation of a water layer. An aqueous solution of sodium carbonate was added to the water layer to alkal... Reactants: ClCC#N (chloroacetonitrile), [H-].[Na+] (Sodium hydride), resultant mixture, ClC=1C=C(C=C(C1O)COC)NC(OC(C)C)=O (isopropyl N-(3-chloro-4-hydroxy-5-methoxymethylphenyl)carbamate), ice water. Solvent: CN(C=O)C (dimethylformamide). Conditions: temperature 20 celsius, time 30 minute. Product: ClC=1C=C(C=C(C1OCC#N)COC)NC(OC(C)C)=O (isopropyl N-(3-chloro-4-cyanomethoxy- 5-methoxymethylphenyl)carbamate). Yield: 90.1%. Reaction SMILES: [H-].[Na+].[Cl:3][C:4]1[CH:5]=[C:6]([NH:14][C:15](=[O:20])[O:16][CH:17]([CH3:19])[CH3:18])[CH:7]=[C:8]([CH2:11][O:12][CH3:13])[C:9]=1[OH:10].Cl[CH2:22][C:23]#[N:24]>CN(C)C=O>[Cl:3][C:4]1[CH:5]=[C:6]([NH:14][C:15](=[O:20])[O:16][CH:17]([CH3:18])[CH3:19])[CH:7]=[C:8]([CH2:11][O:12][CH3:13])[C:9]=1[O:10][CH2:22][C:23]#[N:24] |f:0.1|. Procedure details: 3-Chloro-4-hydroxy-5-methoxymethylaniline (52.8 g) and N,N-diethylaniline (42.0 g) were dissolved in ethyl acetate (300 ml). To the resultant solution was dropwise added isopropyl chloroformate (34.6 g) in 15 minutes under ice-cooling. After being allowed to stand at room temperature for 12 hours, the reaction mixture was poured into ice-water. The organic layer was washed with dilute aqueous hydrochloric acid and water, dried over magnesium sulfate and concentrated under reduced pressure. The r... Reactants: Cl.C1(=CC=CC=C1)N(C(=O)C=1C=CC2=C(N=C(S2)CN(C)C2=CC=C(C=C2)C(N)=N)C1)CCC(=O)OCC (2-[N-(4-amidinophenyl)-N-methylaminomethyl]benzothiazol-5-yl-carboxylic acid-N-phenyl-N-(2-ethoxycarbonylethyl)amide hydrochloride), [OH-].[Na+] (sodium hydroxide), C26H25N5O3S. The solvent is CO (methanol). Yields the product Cl.C1(=CC=CC=C1)N(C(=O)C=1C=CC2=C(N=C(S2)CN(C)C2=CC=C(C=C2)C(N)=N)C1)CCC(=O)O (2-[N-(4-amidinophenyl)-N-methylaminomethyl]benzothiazol-5-yl-carboxyiic acid-N-phenyl-N-(2-hydroxycarbonylethyl)amide hydrochloride). The yield is 96.0%. RXN SMILES: [ClH:1].[C:2]1([N:8]([CH2:32][CH2:33][C:34]([O:36]CC)=[O:35])[C:9]([C:11]2[CH:12]=[CH:13][C:14]3[S:18][C:17]([CH2:19][N:20]([C:22]4[CH:27]=[CH:26][C:25]([C:28](=[NH:30])[NH2:29])=[CH:24][CH:23]=4)[CH3:21])=[N:16][C:15]=3[CH:31]=2)=[O:10])[CH:7]=[CH:6][CH:5]=[CH:4][CH:3]=1.[OH-].[Na+]>CO>[ClH:1].[C:2]1([N:8]([CH2:32][CH2:33][C:34]([OH:36])=[O:35])[C:9]([C:11]2[CH:12]=[CH:13][C:14]3[S:18][C:17]([CH2:19][N:20]([C:22]4[CH:27]=[CH:26][C:25]([C:28](=[NH:29])[NH2:30])=[CH:24][CH:23]=4)[CH3:21])=[N:16][C:15]=3[CH:31]=2)=[O:10])[CH:7]=[CH:6][CH:5]=[CH:4][CH:3]=1 |f:0.1,2.3,5.6|. Procedure details: Prepared analogously to Example 10 from 2-[N-(4-amidinophenyl)-N-methylaminomethyl]benzothiazol-5-yl-carboxylic acid-N-phenyl-N-(2-ethoxycarbonylethyl)amide hydrochloride and sodium hydroxide solution. Yield: 96% of theory, C26H25N5O3S (487.58); Rf value: 0.48 (Merck RP-8, methanol/5% NaCl solution=6:4); EKA mass spectrum: (M+H)+=488; (M+2Na)++=266.5. Reactants: C(=O)C=C (acrolein), CC(=CCC)N1CCOCC1 (N-(2-penten-2-yl)-morpholine), C(Cl)(Cl)Cl (chloroform). Reaction conditions: temperature 25 celsius, time 15 hour. Yields the product CC1=C(N)C(=CC=C1)C (2,6-dimethylaniline). Yield: 35.0%. RXN SMILES: [CH:1]([CH:3]=[CH2:4])=O.C[C:6]([N:10]1CCOCC1)=[CH:7][CH2:8][CH3:9].[CH:16](Cl)(Cl)Cl>>[CH3:1][C:3]1[CH:4]=[CH:9][CH:8]=[C:7]([CH3:16])[C:6]=1[NH2:10]. Procedure: 14.0 g (0.25 mol) of acrolein is added dropwise at maximal temperature of 40° C. to a solution of 23.3 g (0.15 mol) of N-(2-penten-2-yl)-morpholine in 100 ml of abs. chloroform. The mixture is stirred for 15 hours at 25° C. and then for further 15 hours at 50° C. Thereafter the solvent is distilled off and the residue is transferred into an autoclave and, after addition of 400 ml concentrated aqueous ammonia and 10.0 g of paladium coal (5%) the whole is heated under a nitrogen pressure of 50 bar... The reactants are CC1(C)NC(=O)N(c2ccc(SC(F)(F)F)cc2)C1=O, N, O=[N+]([O-])O, O=S(=O)(O)O. The product is CC1(C)NC(=O)N(c2ccc(SC(F)(F)F)c([N+](=O)[O-])c2)C1=O. As a reaction SMILES: [CH3:1][C:2]1([CH3:20])[C:3](=[O:19])[N:4]([c:8]2[cH:9][cH:10][c:11]([S:14][C:15]([F:16])([F:17])[F:18])[cH:12][cH:13]2)[C:5](=[O:7])[NH:6]1.[NH3:25].[OH:21][N+:22]([O-:23])=[O:24].[S:26](=[O:27])(=[O:28])([OH:29])[OH:30]>>[CH3:1][C:2]1([CH3:20])[C:3](=[O:19])[N:4]([c:8]2[cH:9][c:10]([N+:22](=[O:21])[O-:23])[c:11]([S:14][C:15]([F:16])([F:17])[F:18])[cH:12][cH:13]2)[C:5](=[O:7])[NH:6]1.